This data is from the Open Reaction Database (ORD), a public repository of structured organic reaction records. The task is: describe an organic reaction: reactants, conditions, products, and yield Starting materials: ClC=1C=C(C=C(C1OCCCCBr)Cl)OCC=C(Cl)Cl (3,5-dichloro-4-(4-bromobutyloxy)-1-(3,3-dichloro-2-propenyloxy)benzene), FC(C(C(F)(F)F)O)(F)F (1,1,1,3,3,3-hexafluoro-2-propanol), C([O-])([O-])=O.[K+].[K+] (potassium carbonate), CN(C=O)C (N,N-dimethylformamide). The solvent is O (water). Reaction conditions: time 48 hour. The product is ClC=1C=C(C=C(C1OCCCCOC(C(F)(F)F)C(F)(F)F)Cl)OCC=C(Cl)Cl (3,5-dichloro-1-(3,3-dichloro-2-propenyloxy)-4-(4-(1,1,1,3,3,3-hexafluoro-2-propyloxy)butyloxy)benzene). Isolated yield 15.2%. Reaction SMILES: [Cl:1][C:2]1[CH:3]=[C:4]([O:15][CH2:16][CH:17]=[C:18]([Cl:20])[Cl:19])[CH:5]=[C:6]([Cl:14])[C:7]=1[O:8][CH2:9][CH2:10][CH2:11][CH2:12]Br.[F:21][C:22]([F:30])([F:29])[CH:23]([OH:28])[C:24]([F:27])([F:26])[F:25].C(=O)([O-])[O-].[K+].[K+].CN(C)C=O>O>[Cl:1][C:2]1[CH:3]=[C:4]([O:15][CH2:16][CH:17]=[C:18]([Cl:20])[Cl:19])[CH:5]=[C:6]([Cl:14])[C:7]=1[O:8][CH2:9][CH2:10][CH2:11][CH2:12][O:28][CH:23]([C:24]([F:27])([F:26])[F:25])[C:22]([F:30])([F:29])[F:21] |f:2.3.4|. Procedure: A reaction vessel was charged with 0.42 g of 3,5-dichloro-4-(4-bromobutyloxy)-1-(3,3-dichloro-2-propenyloxy)benzene, 0.25 g of 1,1,1,3,3,3-hexafluoro-2-propanol, 0.17 g of potassium carbonate and 10 ml of N,N-dimethylformamide. After stirring at room temperature for 48 hours, the reaction mixture was poured into water and extracted twice with diethyl ether. The diethyl ether layers were combined, washed with water, dried over magnesium sulfate and then concentrated. The residue was subjected to ... Reactants: C(C)(C)(C)OC(=O)NCCNC1=C(C=CC=C1)C1CCN(CC1)C([C@@H](CC1=CC=C(C=C1)Cl)NC(=O)[C@H]1N(CC2=CC=CC=C2C1)C(=O)OC(C)(C)C)=O (tert-butyl 3-[N-((1R)-2-{4-[2-({2-[(tert-butoxy)carbonyl-amino]ethyl}-amino)phenyl]-piperidyl}-1-[(4-chlorophenyl)methyl]-2-oxoethyl)carbamoyl](3S)-1,2,3,4-tetrahydroisoquinoline-2-carboxylate), C(=O)(C(F)(F)F)O (TFA). Solvent: C(Cl)Cl (CH2Cl2). Reaction conditions: time 30 minute. Product: NCCNC1=C(C=CC=C1)C1CCN(CC1)C([C@@H](CC1=CC=C(C=C1)Cl)NC(=O)[C@H]1NCC2=CC=CC=C2C1)=O (N-[(1R)-2-(4-{2-[(2-Aminoethyl)amino]phenyl}piperidyl)-1-[(4-chlorophenyl)methyl]-2-oxoethyl] ((3S)(3-1,2,3,4-tetrahydroisoquinolyl))carboxamide). As a reaction SMILES: C(OC([NH:8][CH2:9][CH2:10][NH:11][C:12]1[CH:17]=[CH:16][CH:15]=[CH:14][C:13]=1[CH:18]1[CH2:23][CH2:22][N:21]([C:24](=[O:54])[C@H:25]([NH:34][C:35]([C@@H:37]2[CH2:46][C:45]3[C:40](=[CH:41][CH:42]=[CH:43][CH:44]=3)[CH2:39][N:38]2C(OC(C)(C)C)=O)=[O:36])[CH2:26][C:27]2[CH:32]=[CH:31][C:30]([Cl:33])=[CH:29][CH:28]=2)[CH2:20][CH2:19]1)=O)(C)(C)C.C(O)(C(F)(F)F)=O>C(Cl)Cl>[NH2:8][CH2:9][CH2:10][NH:11][C:12]1[CH:17]=[CH:16][CH:15]=[CH:14][C:13]=1[CH:18]1[CH2:19][CH2:20][N:21]([C:24](=[O:54])[C@H:25]([NH:34][C:35]([C@@H:37]2[CH2:46][C:45]3[C:40](=[CH:41][CH:42]=[CH:43][CH:44]=3)[CH2:39][NH:38]2)=[O:36])[CH2:26][C:27]2[CH:32]=[CH:31][C:30]([Cl:33])=[CH:29][CH:28]=2)[CH2:22][CH2:23]1. Reported procedure: The title compound was prepared according to the procedure described in Example 3 (Step b) using tert-butyl 3-[N-((1R)-2-{4-[2-({2-[(tert-butoxy)carbonyl-amino]ethyl}-amino)phenyl]-piperidyl}-1-[(4-chlorophenyl)methyl]-2-oxoethyl)carbamoyl](3S)-1,2,3,4-tetrahydroisoquinoline-2-carboxylate (Step a) (386 mg, 0.5 mmol) and 50% TFA in CH2Cl2 (20 mL). Purification by reverse phase preparative HPLC [Phenomenex; 5 μm 250×21.2 mm, 5% to 95% CH3CN (0.1% TFA) in H2O (0.1% TFA) over 30 min, then 100% CH3CN...